The task is: describe an organic reaction: reactants, conditions, products, and yield. This data is from the Open Reaction Database (ORD), a public repository of structured organic reaction records. The reactants are CN1C2=C(C=3C=CC=CC13)CCC21CCNCC1 (1,4-dihydro4-methylspiro[cyclopent[b]indole-3(2H), 4′-piperidine]), ClCC=1C=C(C=CC1)OC (3-(chloromethyl)anisole), [Cl-].[Na+] (sodium chloride). Run in C(C)N(CC)CC (triethylamine). The product is COC=1C=C(C=CC1)CN1CCC2(CC1)CCC1=C2N(C=2C=CC=CC12)C (1,4-Dihydro-1′-(3-methoxyphenyl)methyl-4-methylspiro[cyclopent[b]indole-3(2H), 4′piperidine]). The yield is 34.7%. As a reaction SMILES: [CH3:1][N:2]1[C:10]2[CH:9]=[CH:8][CH:7]=[CH:6][C:5]=2[C:4]2[CH2:11][CH2:12][C:13]3([CH2:18][CH2:17][NH:16][CH2:15][CH2:14]3)[C:3]1=2.Cl[CH2:20][C:21]1[CH:22]=[C:23]([O:27][CH3:28])[CH:24]=[CH:25][CH:26]=1.[Cl-].[Na+]>C(N(CC)CC)C>[CH3:28][O:27][C:23]1[CH:22]=[C:21]([CH2:20][N:16]2[CH2:17][CH2:18][C:13]3([C:3]4[N:2]([CH3:1])[C:10]5[CH:9]=[CH:8][CH:7]=[CH:6][C:5]=5[C:4]=4[CH2:11][CH2:12]3)[CH2:14][CH2:15]2)[CH:26]=[CH:25][CH:24]=1 |f:2.3|. Procedure details: A solution of 1,4-dihydro4-methylspiro[cyclopent[b]indole-3(2H), 4′-piperidine] (2.5 g) and triethylamine (2.9 ml) in dichloromethanc (100 ml) and 3-(chloromethyl)anisole (1.95 g) was stirred overnight at ambient temperature, under nitrogen. Saturated sodium chloride solution was added and the mixture was extracted with dichloromethane. The extracts were dried over anhydrous magnesium sulfate, filtered, and the filtrate was concentrated in vacuo. The residue was flashed chromatographed (silica g...